This data is from the Open Reaction Database (ORD), a public repository of structured organic reaction records. The task is: describe an organic reaction: reactants, conditions, products, and yield The reactants are BrC1=CN=C(N=N1)N (6-Bromo-1,2,4-triazin-3-amine), BrC=1C=CC(=C(C1)B(O)O)F (5-bromo-2-fluorophenylboronic acid), C(=O)([O-])[O-].[K+].[K+] (K2CO3). Reagents/catalysts: C1=CC=C(C=C1)P([C-]2C=CC=C2)C3=CC=CC=C3.C1=CC=C(C=C1)P([C-]2C=CC=C2)C3=CC=CC=C3.Cl[Pd]Cl.[Fe+2] ((dppf)PdCl2). Run in O1CCOCC1 (dioxane). Reaction conditions: temperature 90 celsius. Product: BrC=1C=CC(=C(C1)C1=CN=C(N=N1)N)F (6-(5-Bromo-2-fluorophenyl)-1,2,4-triazin-3-amine). Yield: 41.0%. RXN SMILES: Br[C:2]1[N:7]=[N:6][C:5]([NH2:8])=[N:4][CH:3]=1.[Br:9][C:10]1[CH:11]=[CH:12][C:13]([F:19])=[C:14](B(O)O)[CH:15]=1.C([O-])([O-])=O.[K+].[K+]>C1C=CC(P(C2C=CC=CC=2)[C-]2C=CC=C2)=CC=1.C1C=CC(P(C2C=CC=CC=2)[C-]2C=CC=C2)=CC=1.Cl[Pd]Cl.[Fe+2].O1CCOCC1>[Br:9][C:10]1[CH:15]=[CH:14][C:13]([F:19])=[C:12]([C:2]2[N:7]=[N:6][C:5]([NH2:8])=[N:4][CH:3]=2)[CH:11]=1 |f:2.3.4,5.6.7.8|. Procedure: 6-Bromo-1,2,4-triazin-3-amine (9.1 g, 40.8 mmol), 5-bromo-2-fluorophenylboronic acid (98.9 g, 40.8 mmol), (dppf)PdCl2 (3.0 g, 4.0 mmol), nitrogen-sparged dioxane (81.6 mL), and aq. 2 N K2CO3 (17 mL) were combined and heated in a round bottom flask at 90° C. for 4 h. The hot mixture was filtered through a pad of celite and diluted with EtOAc and washed with water. Concentration followed by trituration with DCM afforded a tan solid (4.5 g), m/z=269.0 [M+H]. Reactants: C(C)OCC (diethyl ether), CNC(=O)COC1=CC=C(C=C1)CC(C)NCC(C1=CC(=CC=C1)Cl)OC (N-[2-(4-methylaminocarbonylmethoxyphenyl)-1-methylethyl]-2-methoxy-2-(3-chlorophenyl)ethanamine), Cl (hydrogen chloride), CO (methanol). Solvent: O1CCCC1 (tetrahydrofuran). Conditions: time 8 hour. Yields the product Cl.Cl.CNCCOC1=CC=C(C=C1)CC(C)NCC(C1=CC(=CC=C1)Cl)OC (N-[2-(4-(2-methylaminoethoxy)phenyl)-1-methylethyl]-2-methoxy-2-(3-chlorophenyl)ethanamine dihydrochloride). As a reaction SMILES: [CH3:1][NH:2][C:3]([CH2:5][O:6][C:7]1[CH:12]=[CH:11][C:10]([CH2:13][CH:14]([NH:16][CH2:17][CH:18]([O:26][CH3:27])[C:19]2[CH:24]=[CH:23][CH:22]=[C:21]([Cl:25])[CH:20]=2)[CH3:15])=[CH:9][CH:8]=1)=O.CO.[ClH:30].C(OCC)C>O1CCCC1>[ClH:25].[ClH:30].[CH3:1][NH:2][CH2:3][CH2:5][O:6][C:7]1[CH:8]=[CH:9][C:10]([CH2:13][CH:14]([NH:16][CH2:17][CH:18]([O:26][CH3:27])[C:19]2[CH:24]=[CH:23][CH:22]=[C:21]([Cl:25])[CH:20]=2)[CH3:15])=[CH:11][CH:12]=1 |f:5.6.7|. Reported procedure: To a stirred solution of N-[2-(4-methylaminocarbonylmethoxyphenyl)-1-methylethyl]-2-methoxy-2-(3-chlorophenyl)ethanamine (0.50 g; 85:15 mixture of diastereoisomers) in dry tetrahydrofuran (20 ml) was added borane-methyl sulphide complex (2 ml), under nitrogen. The solution was boiled under reflux for 3 hours, and after cooling to room temperature, methanol (6 ml) was added. This solution was allowed to stand overnight at room temperature, boiled under reflux for 1 hour, cooled, and hydrogen chlo... The reactants are C(Br)(Br)(Br)Br (Carbon tetrabromide), C1(=CC=CC=C1)P(C1=CC=CC=C1)C1=CC=CC=C1 (triphenylphosphine), C(C1=CC=CC=C1)OC1=CC=C(C=O)C=C1 (4-benzyloxybenzaldehyde). The solvent is ClCCl (dichloromethane). Reaction conditions: temperature 0 celsius, time 1 hour. Yields the product C(C1=CC=CC=C1)OC1=CC=C(C=C1)CC(Br)Br (2-(4-Benzyloxyphenyl)-1,1-dibromo-ethane). Isolated yield 87.6%. Reaction SMILES: [C:1]([Br:5])(Br)(Br)[Br:2].C1(P(C2C=CC=CC=2)C2C=CC=CC=2)C=CC=CC=1.[CH2:25]([O:32][C:33]1[CH:40]=[CH:39][C:36]([CH:37]=O)=[CH:35][CH:34]=1)[C:26]1[CH:31]=[CH:30][CH:29]=[CH:28][CH:27]=1>ClCCl>[CH2:25]([O:32][C:33]1[CH:34]=[CH:35][C:36]([CH2:37][CH:1]([Br:5])[Br:2])=[CH:39][CH:40]=1)[C:26]1[CH:27]=[CH:28][CH:29]=[CH:30][CH:31]=1. Procedure details: Carbon tetrabromide (78.1 g, 235.6 mmole) and triphenylphosphine (123.5 g, 471.2 mmole) were combined in 460 ml dichloromethane in a flame dried 1000 ml three neck round bottom flask under nitrogen at 0° C. The mixture was stirred 1 hour at 0° C. and was treated portionwise with 4-benzyloxybenzaldehyde (25 g, 117.8 mmole). The reaction was stirred 30 minutes at 0° C. and was washed successively with 1×100 ml water and 1×100 ml saturated sodium chloride. The organics were dried over magnesium sul... The reactants are ClC1=C(C=C(C(=O)NC2=CC=C(C(=O)O)C=C2)C=C1)NS(=O)(=O)C1=CC(=CC=C1)OC(F)(F)F (4-[4-Chloro-3-(3-trifluoromethoxy-benzenesulfonylamino)-benzoylamino]-benzoic acid), FC(OC=1C=C(C=CC1)S(=O)(=O)Cl)(F)F (3-trifluoromethoxy-benzenesulfonyl chloride). Yields the product C(C)OC(C1=CC=C(C=C1)NC(C1=CC(=C(C=C1)Cl)NS(=O)(=O)C1=CC(=CC=C1)OC(F)(F)F)=O)=O (4-[4-chloro-3-(3-trifluoromethoxy-benzenesulfonylamino)-benzoylamino]-benzoic acid ethyl ester). Reaction SMILES: [Cl:1][C:2]1[CH:19]=[CH:18][C:5]([C:6]([NH:8][C:9]2[CH:17]=[CH:16][C:12]([C:13]([OH:15])=[O:14])=[CH:11][CH:10]=2)=[O:7])=[CH:4][C:3]=1[NH:20][S:21]([C:24]1[CH:29]=[CH:28][CH:27]=[C:26]([O:30][C:31]([F:34])([F:33])[F:32])[CH:25]=1)(=[O:23])=[O:22].FC(F)(F)O[C:38]1C=C(S(Cl)(=O)=O)C=C[CH:43]=1>>[CH2:38]([O:14][C:13](=[O:15])[C:12]1[CH:16]=[CH:17][C:9]([NH:8][C:6](=[O:7])[C:5]2[CH:18]=[CH:19][C:2]([Cl:1])=[C:3]([NH:20][S:21]([C:24]3[CH:29]=[CH:28][CH:27]=[C:26]([O:30][C:31]([F:32])([F:33])[F:34])[CH:25]=3)(=[O:23])=[O:22])[CH:4]=2)=[CH:10][CH:11]=1)[CH3:43]. Reported procedure: 4-[4-Chloro-3-(3-trifluoromethoxy-benzenesulfonylamino)-benzoylamino]-benzoic acid, MS (ISP): m/e=513.1 (M−H), was prepared in analogy to example 21, steps A to D. Step C was performed using 3-trifluoromethoxy-benzenesulfonyl chloride and yielded 4-[4-chloro-3-(3-trifluoromethoxy-benzenesulfonylamino)-benzoylamino]-benzoic acid ethyl ester, which was hydrolyzed in step D. The reactants are C(C1=CC=CC=C1)OC(=O)N1CCC(CC1)CN(C(C1=C(C=C(C=C1)Cl)Cl)=O)C1=C(SC(=C1)C1=CC=CC=C1)C(=O)O (4-{[(2-Carboxy-5-phenyl-thiophen-3-yl)-(2,4-dichloro-benzoyl)-amino]-methyl}-piperidine-1-carboxylic acid benzyl ester). The reagents and catalysts are [Pd] (Pd/C). Run in CO (MeOH). Reaction conditions: time 18 hour. Yields the product ClC1=C(C(=O)N(C2=C(SC(=C2)C2=CC=CC=C2)C(=O)O)CC2CCNCC2)C=CC(=C1)Cl (3-[(2,4-Dichloro-benzoyl)-piperidin-4-ylmethyl-amino]-5-phenyl-thiophene-2-carboxylic acid). Isolated yield 17.7%. RXN SMILES: C(OC([N:11]1[CH2:16][CH2:15][CH:14]([CH2:17][N:18]([C:29]2[CH:33]=[C:32]([C:34]3[CH:39]=[CH:38][CH:37]=[CH:36][CH:35]=3)[S:31][C:30]=2[C:40]([OH:42])=[O:41])[C:19](=[O:28])[C:20]2[CH:25]=[CH:24][C:23]([Cl:26])=[CH:22][C:21]=2[Cl:27])[CH2:13][CH2:12]1)=O)C1C=CC=CC=1>CO.[Pd]>[Cl:27][C:21]1[CH:22]=[C:23]([Cl:26])[CH:24]=[CH:25][C:20]=1[C:19]([N:18]([CH2:17][CH:14]1[CH2:13][CH2:12][NH:11][CH2:16][CH2:15]1)[C:29]1[CH:33]=[C:32]([C:34]2[CH:35]=[CH:36][CH:37]=[CH:38][CH:39]=2)[S:31][C:30]=1[C:40]([OH:42])=[O:41])=[O:28]. Procedure details: 4-{[(2-Carboxy-5-phenyl-thiophen-3-yl)-(2,4-dichloro-benzoyl)-amino]-methyl}-piperidine-1-carboxylic acid benzyl ester (124 mg, 0.2 mmol) was dissolved in MeOH (2 mL) and treated with 10% Pd/C (200 mg) under H2 balloon. The reaction was stirred at room temperature for 18 h and the mixture was filtered on celite. The solution was evaporated to a residue that was purified by reverse-phase HPLC to provide 3-[(2,4-Dichloro-benzoyl)-piperidin-4-ylmethyl-amino]-5-phenyl-thiophene-2-carboxylic acid (17... Procedure: Palladium on carbon (5%) (857 mg, 0.403 mmol) and HCl (concentrated) (734 μL, 24.3 mmol) were added to (2R,4R)-4-methoxy-2-methyl-1-((R)-1-phenylethyl)piperidine (1.88 g, 8.05 mmol) in MeOH (80 mL). Hydrogen was bubbled through the reaciton mixture for 15 min. After 1 h, the reaction mixture was filtered through Celite®. The filtrate was washed with a solution of DCM/MeOH (4:1) and concentrated in vacuo to give the title compound. 1H NMR (400 MHz, MeOD) δ ppm 3.40-3.51 (m, 2 H), 3.38 (s, 3 H), 3... The reagents and catalysts are [Pd] (Palladium on carbon). Product: Cl.CO[C@H]1C[C@H](NCC1)C ((+)-(2R,4R)-4-Methoxy-2-methylpiperidine hydrochloride). Solvent: CO (MeOH). Reactants: Cl (HCl), CO[C@H]1C[C@H](N(CC1)[C@H](C)C1=CC=CC=C1)C ((2R,4R)-4-methoxy-2-methyl-1-((R)-1-phenylethyl)piperidine). Reaction SMILES: [ClH:1].[CH3:2][O:3][C@@H:4]1[CH2:9][CH2:8][N:7]([C@@H](C2C=CC=CC=2)C)[C@H:6]([CH3:18])[CH2:5]1>[Pd].CO>[ClH:1].[CH3:2][O:3][C@@H:4]1[CH2:9][CH2:8][NH:7][C@H:6]([CH3:18])[CH2:5]1 |f:4.5|. Reaction conditions: time 1 hour. Starting materials: [Al+3], [H-], [H-], [H-], [H-], [Li+], [Na+], C1CCOC1, [OH-], O, O=C1COc2ncncc2N1. The product is c1ncc2c(n1)OCCN2. Reaction SMILES: [Al+3:13].[H-:12].[H-:15].[H-:16].[H-:17].[Li+:14].[Na+:20].[O:21]1[CH2:22][CH2:23][CH2:24][CH2:25]1.[OH-:19].[OH2:18].[n:1]1[cH:2][n:3][cH:4][c:5]2[c:6]1[O:7][CH2:8][C:9](=[O:11])[NH:10]2>>[n:1]1[cH:2][n:3][cH:4][c:5]2[c:6]1[O:7][CH2:8][CH2:9][NH:10]2. Reactants: CN(C)P(=O)(N(C)C)N(C)C, N#Cc1ccc(Cl)cn1, CC(O)C(F)(F)F, [H-], [Na+], [Na+], [Na+], O=C([O-])[O-]. The product is CC(Oc1ccc(C#N)nc1)C(F)(F)F. Reaction SMILES: [CH3:25][N:26]([CH3:27])[P:28]([N:29]([CH3:30])[CH3:31])([N:32]([CH3:33])[CH3:34])=[O:35].[Cl:10][c:11]1[cH:12][cH:13][c:14]([C:17]#[N:18])[n:15][cH:16]1.[F:1][C:2]([CH:3]([CH3:4])[OH:5])([F:6])[F:7].[H-:8].[Na+:19].[Na+:20].[Na+:9].[O-:21][C:22](=[O:23])[O-:24]>>[F:1][C:2]([CH:3]([CH3:4])[O:5][c:11]1[cH:12][cH:13][c:14]([C:17]#[N:18])[n:15][cH:16]1)([F:6])[F:7]. Product: CC(C)COC(=O)C(CC(C)C)NC(=O)Cc1ccccc1. Reactants: CC(C)CO, ClC(Cl)Cl, CC(C)CC(NC(=O)Cc1ccccc1)C(=O)O. RXN SMILES: [CH2:19]([CH:20]([CH3:21])[CH3:22])[OH:23].[Cl:24][CH:25]([Cl:26])[Cl:27].[c:1]1([CH2:7][C:8](=[O:9])[NH:10][CH:11]([CH2:12][CH:13]([CH3:14])[CH3:15])[C:16](=[O:17])[OH:18])[cH:2][cH:3][cH:4][cH:5][cH:6]1>>[c:1]1([CH2:7][C:8](=[O:9])[NH:10][CH:11]([CH2:12][CH:13]([CH3:14])[CH3:15])[C:16]([O:17][CH2:19][CH:20]([CH3:21])[CH3:22])=[O:18])[cH:2][cH:3][cH:4][cH:5][cH:6]1. Starting materials: COC1=C(C=CC=C1)C1=NC(=NS1)N1CCN(CC1)C(=O)OCC(C)C (isobutyl 4-(5-(2-methoxyphenyl)-1,2,4-thiadiazol-3-yl)piperazine-1-carboxylate), B(Br)(Br)Br (boron tribromide), B(Br)(Br)Br (boron tribromide). Solvent: C(=O)(O)[O-].[Na+] (NaHCO3). Run at temperature -30 celsius, time 3 hour. Product: OC1=C(C=CC=C1)C1=NC(=NS1)N1CCN(CC1)C(=O)OCC(C)C (isobutyl 4-(5-(2-hydroxyphenyl)-1,2,4-thiadiazol-3-yl)piperazine-1-carboxylate). As a reaction SMILES: C[O:2][C:3]1[CH:8]=[CH:7][CH:6]=[CH:5][C:4]=1[C:9]1[S:13][N:12]=[C:11]([N:14]2[CH2:19][CH2:18][N:17]([C:20]([O:22][CH2:23][CH:24]([CH3:26])[CH3:25])=[O:21])[CH2:16][CH2:15]2)[N:10]=1.B(Br)(Br)Br>C([O-])(O)=O.[Na+]>[OH:2][C:3]1[CH:8]=[CH:7][CH:6]=[CH:5][C:4]=1[C:9]1[S:13][N:12]=[C:11]([N:14]2[CH2:15][CH2:16][N:17]([C:20]([O:22][CH2:23][CH:24]([CH3:26])[CH3:25])=[O:21])[CH2:18][CH2:19]2)[N:10]=1 |f:2.3|. Procedure details: To isobutyl 4-(5-(2-methoxyphenyl)-1,2,4-thiadiazol-3-yl)piperazine-1-carboxylate from above was added boron tribromide solution (1 M in CH2Cl2, 1.7 mL, 1.7 mmol) at −30° C. The reaction mixture was stirred at −30° C. for 1 h and at room temperature for 3 h. To this mixture was added boron tribromide (1 M in CH2Cl2, 1.4 mL, 1.4 mmol), and the reaction was stirred for another hour. The reaction mixture was diluted with saturated NaHCO3 and extracted with CH2Cl2. The combined extracts were washed ...